Dataset: the Open Reaction Database (ORD), a public repository of structured organic reaction records. Task: describe an organic reaction: reactants, conditions, products, and yield Reactants: C=1C=CC(=CC1)P(C=2C=CC=CC2)C3=CC=C4C=CC=CC4=C3C5=C6C=CC=CC6=CC=C5P(C=7C=CC=CC7)C=8C=CC=CC8 (BINAP), CC(C)([O-])C.[Na+] (sodium tert-butoxide), C(C)(C)(C)OC(=O)N1C[C@H](CC1)N (3(S)-aminopyrrolidine-1-carboxylic acid tert-butyl ester), BrC1=CC(=C(C=C1)F)Cl (4-bromo-2-chloro-1-fluorobenzene). Reagents/catalysts: C(C)(=O)[O-].[Pd+2].C(C)(=O)[O-] (palladium acetate). Run in C(C)(=O)OCC (ethyl acetate), O (Water), C1(=CC=CC=C1)C (toluene). The product is C(C)(C)(C)OC(=O)N1C[C@H](CC1)NC1=CC(=C(C=C1)F)Cl (3(S)-(3-chloro-4-fluorophenylamino)pyrrolidine-1-carboxylic acid tert-butyl ester). The yield is 56.0%. RXN SMILES: [C:1]([O:5][C:6]([N:8]1[CH2:12][CH2:11][C@H:10]([NH2:13])[CH2:9]1)=[O:7])([CH3:4])([CH3:3])[CH3:2].Br[C:15]1[CH:20]=[CH:19][C:18]([F:21])=[C:17]([Cl:22])[CH:16]=1.C1C=CC(P(C2C(C3C(P(C4C=CC=CC=4)C4C=CC=CC=4)=CC=C4C=3C=CC=C4)=C3C(C=CC=C3)=CC=2)C2C=CC=CC=2)=CC=1.CC(C)([O-])C.[Na+]>C([O-])(=O)C.[Pd+2].C([O-])(=O)C.C(OCC)(=O)C.O.C1(C)C=CC=CC=1>[C:1]([O:5][C:6]([N:8]1[CH2:12][CH2:11][C@H:10]([NH:13][C:15]2[CH:20]=[CH:19][C:18]([F:21])=[C:17]([Cl:22])[CH:16]=2)[CH2:9]1)=[O:7])([CH3:4])([CH3:2])[CH3:3] |f:3.4,5.6.7|. Procedure: To a 50 ml of toluene solution containing 5.0 g of 3(S)-aminopyrrolidine-1-carboxylic acid tert-butyl ester (27 mmol) and 5.7 g of 4-bromo-2-chloro-1-fluorobenzene (27 mmol) were added 1.7 g of BINAP (2.7 mmol), 0.30 g of palladium acetate (1.3 mmol) and 3.5 g of sodium tert-butoxide (36 mmol). The mixture was heated under reflux under a nitrogen atmosphere for 8 hours, and then cooled to room temperature. Water was added to the reaction solution, and extraction with ethyl acetate was performed.... The reactants are CCOC(=O)c1cc2cc(O)ccc2[nH]1, CC(C)N1CCC(O)CC1, C1CCOC1, c1ccc(P(c2ccccc2)c2ccccc2)cc1. Yields the product CCOC(=O)c1cc2cc(OC3CCN(C(C)C)CC3)ccc2[nH]1. As a reaction SMILES: [CH2:1]([CH3:2])[O:3][C:4](=[O:5])[c:6]1[nH:7][c:8]2[cH:9][cH:10][c:11]([OH:15])[cH:12][c:13]2[cH:14]1.[CH:16]([CH3:17])([CH3:18])[N:19]1[CH2:20][CH2:21][CH:22]([OH:25])[CH2:23][CH2:24]1.[O:45]1[CH2:46][CH2:47][CH2:48][CH2:49]1.[c:26]1([P:27]([c:28]2[cH:29][cH:30][cH:31][cH:32][cH:33]2)[c:34]2[cH:35][cH:36][cH:37][cH:38][cH:39]2)[cH:40][cH:41][cH:42][cH:43][cH:44]1>>[CH2:1]([CH3:2])[O:3][C:4](=[O:5])[c:6]1[nH:7][c:8]2[cH:9][cH:10][c:11]([O:15][CH:22]3[CH2:21][CH2:20][N:19]([CH:16]([CH3:17])[CH3:18])[CH2:24][CH2:23]3)[cH:12][c:13]2[cH:14]1.